From a dataset of the Open Reaction Database (ORD), a public repository of structured organic reaction records. describe an organic reaction: reactants, conditions, products, and yield Product: O1CC1CCCCCCC=C (1,2-epoxy-9-decene). Procedure: The organic phase was first rapidly distilled in order to remove the catalyst from it, then was rectified, with 47.0 g (0.276 mol) of 1,2,9,10-diepoxydecane, with a yield of 54%; 1.96 g of unreacted 1,9-decadiene (3%); and 23.0 g of 1,2-epoxy-9-decene (29%) being obtained. Isolated yield 54.0%. Reactants: C1C(O1)CCCCCCC2CO2 (1,2,9,10-diepoxydecane), C=CCCCCCCC=C (1,9-decadiene). As a reaction SMILES: [CH2:1]1[O:3][CH:2]1[CH2:4][CH2:5][CH2:6][CH2:7][CH2:8][CH2:9][CH:10]1O[CH2:11]1.C=CCCCCCCC=C>>[O:3]1[CH:2]([CH2:4][CH2:5][CH2:6][CH2:7][CH2:8][CH2:9][CH:10]=[CH2:11])[CH2:1]1.